This data is from the Open Reaction Database (ORD), a public repository of structured organic reaction records. The task is: describe an organic reaction: reactants, conditions, products, and yield Starting materials: [Al+3], Cc1ccc(CC#N)cc1, [H-], [H-], [H-], [H-], [Li+], O. Yields the product Cc1ccc(CCN)cc1. RXN SMILES: [Al+3:12].[CH3:1][c:2]1[cH:3][cH:4][c:5]([CH2:6][C:7]#[N:8])[cH:9][cH:10]1.[H-:11].[H-:14].[H-:15].[H-:16].[Li+:13].[OH2:17]>>[CH3:1][c:2]1[cH:3][cH:4][c:5]([CH2:6][CH2:7][NH2:8])[cH:9][cH:10]1. The product is CC=1N2C(SC1)=NC(=C2S(=O)(=O)N)C (3,6-Dimethylimidazo[2,1-b]thiazole-5-sulfonamide). Reactants: CC=1N2C(SC1)=NC(=C2S(=O)(=O)O)C (3,6-dimethylimidazo [2,1-b]thiazole-5-sulfonic acid), C(CC)N(CCC)CCC (tri-n-propylamine), ice water. RXN SMILES: [CH3:1][C:2]1[N:3]2[C:9]([S:10](O)(=[O:12])=[O:11])=[C:8]([CH3:14])[N:7]=[C:4]2[S:5][CH:6]=1.C([N:18](CCC)CCC)CC>O(Cl)Cl>[CH3:1][C:2]1[N:3]2[C:9]([S:10]([NH2:18])(=[O:12])=[O:11])=[C:8]([CH3:14])[N:7]=[C:4]2[S:5][CH:6]=1. Solvent: O(Cl)Cl (oxychloride). Procedure: To a suspension of 2.8 g of 3,6-dimethylimidazo [2,1-b]thiazole-5-sulfonic acid in 3.4 ml of phophorus oxychloride, 1.8 g of tri-n-propylamine is added under cooling and stirred for 30 minutes at 60° C. The reaction solution after cooling is poured into ice water and extracted with dichloromethane. The dichloromethane layer is collected, dried and then distilled to remove dichloromethane. The residue is dissolved in 35 ml of acetonitrile, to which 3.8 ml of aqueous ammonia is added under cooling... Run at temperature 60 celsius, time 30 minute. The yield is 53.8%.